This data is from the Open Reaction Database (ORD), a public repository of structured organic reaction records. The task is: describe an organic reaction: reactants, conditions, products, and yield Starting materials: Cl.Cl.NC1=CC(=C(C(=O)NCC2CCNCC2)C=C1Cl)OC (4-Amino-5-chloro-2-methoxy-N-(piperidin-4-ylmethyl)benzamide dihydrochloride), BrCCCCC(=O)C1=CC=CC2=CC=CC=C12 (5-bromo-1-(1-naphthyl)-1-pentanone). Yields the product NC1=CC(=C(C(=O)NCC2CCN(CC2)CCCCC(=O)C2=CC=CC3=CC=CC=C23)C=C1Cl)OC (4-amino-5-chloro-2-methoxy-N-((1-(4-(1-naphthoyl)butyl)piperidin-4-yl)methyl)-benzamide). Reaction SMILES: Cl.Cl.[NH2:3][C:4]1[C:19]([Cl:20])=[CH:18][C:7]([C:8]([NH:10][CH2:11][CH:12]2[CH2:17][CH2:16][NH:15][CH2:14][CH2:13]2)=[O:9])=[C:6]([O:21][CH3:22])[CH:5]=1.Br[CH2:24][CH2:25][CH2:26][CH2:27][C:28]([C:30]1[C:39]2[C:34](=[CH:35][CH:36]=[CH:37][CH:38]=2)[CH:33]=[CH:32][CH:31]=1)=[O:29]>>[NH2:3][C:4]1[C:19]([Cl:20])=[CH:18][C:7]([C:8]([NH:10][CH2:11][CH:12]2[CH2:13][CH2:14][N:15]([CH2:24][CH2:25][CH2:26][CH2:27][C:28]([C:30]3[C:39]4[C:34](=[CH:35][CH:36]=[CH:37][CH:38]=4)[CH:33]=[CH:32][CH:31]=3)=[O:29])[CH2:16][CH2:17]2)=[O:9])=[C:6]([O:21][CH3:22])[CH:5]=1 |f:0.1.2|. Procedure: 4-Amino-5-chloro-2-methoxy-N-(piperidin-4-ylmethyl)benzamide dihydrochloride and 5-bromo-1-(1-naphthyl)-1-pentanone were reacted and treated in the same manner as in Example 172 to give 4-amino-5-chloro-2-methoxy-N-((1-(4-(1-naphthoyl)butyl)piperidin-4-yl)methyl)-benzamide. Reactants: CCC(Br)c1nc2sc(Br)cc2c(=O)n1Cc1ccccc1, CN(C)CCN, CCO. Product: CCC(NCCN(C)C)c1nc2sc(Br)cc2c(=O)n1Cc1ccccc1. RXN SMILES: [CH2:1]([c:2]1[cH:3][cH:4][cH:5][cH:6][cH:7]1)[n:8]1[c:9]([CH:19]([CH2:20][CH3:21])[Br:22])[n:10][c:11]2[c:12]([c:13]1=[O:14])[cH:15][c:16]([Br:18])[s:17]2.[CH3:23][N:24]([CH2:25][CH2:26][NH2:27])[CH3:28].[CH3:29][CH2:30][OH:31]>>[CH2:1]([c:2]1[cH:3][cH:4][cH:5][cH:6][cH:7]1)[n:8]1[c:9]([CH:19]([CH2:20][CH3:21])[NH:27][CH2:26][CH2:25][N:24]([CH3:23])[CH3:28])[n:10][c:11]2[c:12]([c:13]1=[O:14])[cH:15][c:16]([Br:18])[s:17]2.